Dataset: the Open Reaction Database (ORD), a public repository of structured organic reaction records. Task: describe an organic reaction: reactants, conditions, products, and yield Reactants: ClC1=CC=C(C=C1)C1(N=C(NC1(C)C1=CC=C(C=C1)Cl)C1=C(C=C(C=C1)C(C)(C)C)OCC)C (rac-(4S*,5R*)-4,5-bis(4-chlorophenyl)-2-(4-(tert-butyl)-2-ethoxy-phenyl)-4,5-dimethyl-4,5-dihydro-1H-imidazole), COC(C1=C(C=C(C(=C1)S(NC(C)(C)C)(=O)=O)Cl)OCC)=O (5-tert-butylsulfamoyl-4-chloro-2-ethoxybenzoic acid methyl ester), C[Al](C)C (trimethylaluminum). The product is ClC1=CC=C(C=C1)C1(N=C(NC1(C)C1=CC=C(C=C1)Cl)C=1C(=CC(=C(C1)S(=O)(=O)NC(C)(C)C)Cl)OCC)C (rac-(4S*,5R*)-5-[4,5-Bis-(4-chlorophenyl)-4,5-dimethyl-4,5-dihydro-1H-imidazol-2-yl]-N-tert-butyl-2-chloro-4-ethoxybenzenesulfonamide). As a reaction SMILES: [Cl:1][C:2]1[CH:7]=[CH:6][C:5]([C:8]2([CH3:34])[C:12]([C:14]3[CH:19]=[CH:18][C:17]([Cl:20])=[CH:16][CH:15]=3)([CH3:13])[NH:11]C(C3C=CC(C(C)(C)C)=CC=3OCC)=[N:9]2)=[CH:4][CH:3]=1.CO[C:37](=O)[C:38]1[CH:43]=[C:42]([S:44](=[O:51])(=[O:50])[NH:45][C:46]([CH3:49])([CH3:48])[CH3:47])[C:41]([Cl:52])=[CH:40][C:39]=1[O:53][CH2:54][CH3:55].C[Al](C)C>>[Cl:1][C:2]1[CH:7]=[CH:6][C:5]([C:8]2([CH3:34])[C:12]([C:14]3[CH:15]=[CH:16][C:17]([Cl:20])=[CH:18][CH:19]=3)([CH3:13])[NH:11][C:37]([C:38]3[C:39]([O:53][CH2:54][CH3:55])=[CH:40][C:41]([Cl:52])=[C:42]([S:44]([NH:45][C:46]([CH3:49])([CH3:48])[CH3:47])(=[O:51])=[O:50])[CH:43]=3)=[N:9]2)=[CH:4][CH:3]=1. Reported procedure: In a manner analogous to the method described in example 2, meso-2,3-bis-(4-chlorophenyl)-2,3-butanediamine (example 1) was reacted with 5-tert-butylsulfamoyl-4-chloro-2-ethoxybenzoic acid methyl ester (example 43) in the presence of trimethylaluminum to give the title compound. HR-MS (ES, m/z) calculated for C29H33N3O3SCl3 [(M+H)+] 608.1303, observed 608.1300. Starting materials: CS(=O)(=O)O, CCOC(C)=O, FC(F)(F)c1ccnc(Cl)n1, CC1(C)OB(c2cc(N)cc(F)c2)OC1(C)C, C1COCCO1. The product is CC1(C)OB(c2cc(F)cc(Nc3nccc(C(F)(F)F)n3)c2)OC1(C)C. Reaction SMILES: [CH3:35][S:36](=[O:37])(=[O:38])[OH:39].[CH3:40][CH2:41][O:42][C:43](=[O:44])[CH3:45].[Cl:18][c:19]1[n:20][cH:21][cH:22][c:23]([C:25]([F:26])([F:27])[F:28])[n:24]1.[F:1][c:2]1[cH:3][c:4]([NH2:5])[cH:6][c:7]([B:9]2[O:10][C:11]([CH3:16])([CH3:17])[C:12]([CH3:14])([CH3:15])[O:13]2)[cH:8]1.[O:29]1[CH2:30][CH2:31][O:32][CH2:33][CH2:34]1>>[F:1][c:2]1[cH:3][c:4]([NH:5][c:19]2[n:20][cH:21][cH:22][c:23]([C:25]([F:26])([F:27])[F:28])[n:24]2)[cH:6][c:7]([B:9]2[O:10][C:11]([CH3:16])([CH3:17])[C:12]([CH3:14])([CH3:15])[O:13]2)[cH:8]1.